This data is from the Open Reaction Database (ORD), a public repository of structured organic reaction records. The task is: describe an organic reaction: reactants, conditions, products, and yield RXN SMILES: [CH3:17][c:18]1[cH:19][cH:20][cH:21][cH:22][cH:23]1.[Cl:1][CH2:2][c:3]1[cH:4][c:5]([O:13][CH3:14])[c:6]([O:11][CH3:12])[cH:7][c:8]1[CH2:9][Cl:10].[NH2:24][c:25]1[cH:26][cH:27][c:28]([CH2:31][CH2:32][NH2:33])[cH:29][cH:30]1.[Na+:16].[OH-:15].[OH2:34]>>[CH2:2]1[c:3]2[cH:4][c:5]([O:13][CH3:14])[c:6]([O:11][CH3:12])[cH:7][c:8]2[CH2:9][N:33]1[CH2:32][CH2:31][c:28]1[cH:27][cH:26][c:25]([NH2:24])[cH:30][cH:29]1. Yields the product COc1cc2c(cc1OC)CN(CCc1ccc(N)cc1)C2. The reactants are Cc1ccccc1, COc1cc(CCl)c(CCl)cc1OC, NCCc1ccc(N)cc1, [Na+], [OH-], O. Starting materials: BrC=1SC(=C(N1)C(NC=1C=NN(C1[C@H]1OC[C@H]([C@@H](CC1)NC(=O)OC(C)(C)C)F)C)=O)NC(OC(C)(C)C)=O (tert-butyl N-[2-bromo-4-[[5-[(2S,5R,6S)-5-(tert-butoxycarbonylamino)-6-fluoro-oxepan-2-yl]-1-methyl-pyrazol-4-yl]carbamoyl]thiazol-5-yl]carbamate), BrC=1SC(=C(N1)C(NC=1C=NN(C1[C@H]1OC[C@H]([C@@H](CC1)NC(=O)OC(C)(C)C)F)C)=O)NC(OC(C)(C)C)=O (tert-butyl N-[2-bromo-4-[[5-[(2S,5R,6S)-5-(tert-butoxycarbonylamino)-6-fluoro-oxepan-2-yl]-1-methyl-pyrazol-4-yl]carbamoyl]thiazol-5-yl]carbamate), ClC=1C(=C(C=CC1)B(O)O)F ((3-chloro-2-fluorophenyl)boronic acid). The product is NC1=C(N=C(S1)C1=C(C(=CC=C1)Cl)F)C(=O)NC=1C=NN(C1[C@H]1OC[C@H]([C@@H](CC1)N)F)C (5-amino-N-(5-((2S,5R,6S)-5-amino-6-fluorooxepan-2-yl)-1-methyl-1H-pyrazol-4-yl)-2-(3-chloro-2-fluorophenyl)thiazole-4-carboxamide). RXN SMILES: Br[C:2]1[S:3][C:4]([NH:32]C(=O)OC(C)(C)C)=[C:5]([C:7](=[O:31])[NH:8][C:9]2[CH:10]=[N:11][N:12]([CH3:30])[C:13]=2[C@@H:14]2[CH2:20][CH2:19][C@@H:18]([NH:21]C(OC(C)(C)C)=O)[C@H:17]([F:29])[CH2:16][O:15]2)[N:6]=1.[Cl:40][C:41]1[C:42]([F:50])=[C:43](B(O)O)[CH:44]=[CH:45][CH:46]=1>>[NH2:32][C:4]1[S:3][C:2]([C:43]2[CH:44]=[CH:45][CH:46]=[C:41]([Cl:40])[C:42]=2[F:50])=[N:6][C:5]=1[C:7]([NH:8][C:9]1[CH:10]=[N:11][N:12]([CH3:30])[C:13]=1[C@@H:14]1[CH2:20][CH2:19][C@@H:18]([NH2:21])[C@H:17]([F:29])[CH2:16][O:15]1)=[O:31]. Procedure: Following the procedure for Example 101 starting from tert-butyl N-[2-bromo-4-[[5-[(2S,5R,6S)-5-(tert-butoxycarbonylamino)-6-fluoro-oxepan-2-yl]-1-methyl-pyrazol-4-yl]carbamoyl]thiazol-5-yl]carbamate (Intermediate 95), and replacing 3,6-dihydro-2H-pyran-4-boronic acid pinacol ester with (3-chloro-2-fluorophenyl)boronic acid gave 338. 1H NMR (400 MHz, DMSO-d6) δ 9.34 (s, 1H), 8.47-8.06 (m, 1H), 7.86 (s, 1H), 7.66-7.55 (m, 1H), 7.52 (s, 2H), 7.30 (t, J=8.1 Hz, 1H), 4.83 (dd, J=10.5, 3.6 Hz, 1H), 4... Yield: 23.0%. Solvent: C(C)#N (ACN). Starting materials: ClC1=NC(=C(C2=C1C(N(C2)CC2=C(C=C(C=C2)OC)OC)=O)F)N[C@H]2[C@H](CCCC2)NC(OC(C)(C)C)=O (tert-butyl (1S,2R)-2-(4-chloro-2-(2,4-dimethoxybenzyl)-7-fluoro-3-oxo-2,3-dihydro-1H-pyrrolo[3,4-c]pyridin-6-ylamino)cyclohexylcarbamate), CC=1N=CNC1 (4-methyl-1H-imidazole), C(=O)([O-])[O-].[K+].[K+] (K2CO3), C(=O)(C(F)(F)F)O (TFA). Reaction SMILES: Cl[C:2]1[C:7]2[C:8](=[O:22])[N:9](CC3C=CC(OC)=CC=3OC)[CH2:10][C:6]=2[C:5]([F:23])=[C:4]([NH:24][C@@H:25]2[CH2:30][CH2:29][CH2:28][CH2:27][C@@H:26]2[NH:31]C(=O)OC(C)(C)C)[N:3]=1.[CH3:39][C:40]1[N:41]=[CH:42][NH:43][CH:44]=1.C([O-])([O-])=O.[K+].[K+].[C:51]([OH:57])([C:53]([F:56])([F:55])[F:54])=[O:52]>C(#N)C>[C:51]([OH:57])([C:53]([F:56])([F:55])[F:54])=[O:52].[NH2:31][C@H:26]1[CH2:27][CH2:28][CH2:29][CH2:30][C@H:25]1[NH:24][C:4]1[N:3]=[C:2]([N:43]2[CH:44]=[C:40]([CH3:39])[N:41]=[CH:42]2)[C:7]2[C:8](=[O:22])[NH:9][CH2:10][C:6]=2[C:5]=1[F:23] |f:2.3.4|. Product: C(=O)(C(F)(F)F)O (TFA), N[C@@H]1[C@@H](CCCC1)NC1=C(C2=C(C(=N1)N1C=NC(=C1)C)C(NC2)=O)F (6-((1R,2S)-2-Aminocyclohexylamino)-7-fluoro-4-(4-methyl-1H-imidazol-1-yl)-1H-pyrrolo[3,4-c]pyridin-3(2H)-one). Conditions: temperature 80 celsius. Procedure details: In a 10 mL sealed cap glass vial, tert-butyl (1S,2R)-2-(4-chloro-2-(2,4-dimethoxybenzyl)-7-fluoro-3-oxo-2,3-dihydro-1H-pyrrolo[3,4-c]pyridin-6-ylamino)cyclohexylcarbamate (50 mg, 0.091 mmol), 4-methyl-1H-imidazole (22.43 mg, 0.273 mmol) and K2CO3 (50.3 mg, 0.364 mmol) were dissolved in ACN (2 mL). The cap was sealed and the mixture was reacted at 100° C. for 16 h. The reaction mixture was subsequently filtered through a Buchner funnel to remove un-dissolved solids. The solids were washed with AC... The reactants are FC1=C(C=CC=C1)CCNC(C)=O (N-[2-(2-fluoro-phenyl)-ethyl]-acetamide), O=P12OP3(=O)OP(=O)(O1)OP(=O)(O2)O3 (phosphorus pentoxide). Yields the product FC1=C2CCN=C(C2=CC=C1)C (5-Fluoro-1-methyl-3,4-dihydro-isoquinoline). As a reaction SMILES: [F:1][C:2]1[CH:7]=[CH:6][CH:5]=[CH:4][C:3]=1[CH2:8][CH2:9][NH:10][C:11](=O)[CH3:12].O=P12OP3(OP(OP(O3)(O1)=O)(=O)O2)=O>>[F:1][C:2]1[CH:7]=[CH:6][CH:5]=[C:4]2[C:3]=1[CH2:8][CH2:9][N:10]=[C:11]2[CH3:12]. Procedure details: In close analogy to the procedure described above, N-[2-(2-fluoro-phenyl)-ethyl]-acetamide is reacted with phosphorus pentoxide to provide the title compound. Starting materials: COC(=O)c1ccc(CC(C)N)cc1, CCO, FC(F)(F)c1nc(C2CO2)cs1. Yields the product COC(=O)c1ccc(CC(C)NCC(O)c2csc(C(F)(F)F)n2)cc1. As a reaction SMILES: [C:13](=[O:14])([O:15][CH3:16])[c:17]1[cH:18][cH:19][c:20]([CH2:23][CH:24]([CH3:25])[NH2:26])[cH:21][cH:22]1.[CH3:27][CH2:28][OH:29].[F:1][C:2]([c:3]1[s:4][cH:5][c:6]([CH:8]2[CH2:9][O:10]2)[n:7]1)([F:11])[F:12]>>[F:1][C:2]([c:3]1[s:4][cH:5][c:6]([CH:8]([CH2:9][NH:26][CH:24]([CH2:23][c:20]2[cH:19][cH:18][c:17]([C:13](=[O:14])[O:15][CH3:16])[cH:22][cH:21]2)[CH3:25])[OH:10])[n:7]1)([F:11])[F:12]. Starting materials: ClC=1C=C(C=C(C1)F)C1(CN(CC1)C(=O)OC(C)(C)C)O (tert-butyl 3-(3-chloro-5-fluorophenyl)-3-hydroxypyrrolidin-1-carboxylate), FC(C(=O)O)(F)F (trifluoroacetic acid), C([O-])([O-])=O.[Na+].[Na+] (sodium carbonate). The solvent is ClCCl (dichloromethane). Conditions: time 1.5 hour. The product is ClC=1C=C(C=C(C1)F)C1(CNCC1)O (3-(3-CHLORO-5-FLUOROPHENYL)PYRROLIDIN-3-OL). Yield: 64.4%. Reaction SMILES: [Cl:1][C:2]1[CH:3]=[C:4]([C:9]2([OH:21])[CH2:13][CH2:12][N:11](C(OC(C)(C)C)=O)[CH2:10]2)[CH:5]=[C:6]([F:8])[CH:7]=1.FC(F)(F)C(O)=O.C(=O)([O-])[O-].[Na+].[Na+]>ClCCl>[Cl:1][C:2]1[CH:3]=[C:4]([C:9]2([OH:21])[CH2:13][CH2:12][NH:11][CH2:10]2)[CH:5]=[C:6]([F:8])[CH:7]=1 |f:2.3.4|. Procedure details: To a solution of tert-butyl 3-(3-chloro-5-fluorophenyl)-3-hydroxypyrrolidin-1-carboxylate (2.43 g, 7.7 mmol) in dichloromethane (80 mL), was added trifluoroacetic acid (5 mL). The mixture was stirred for 1.5 h after which the mixture was basified with aqueous sodium carbonate (10%, 50 mL) and evaporated. Ethyl acetate (100 mL) was added, the mixture was washed with brine and the organic phase was dried (MgSO4) and evaporated. Purification on a Biotage (solute SCX-3 SPE column (washed with methan... The reactants are C(C1=CC=CC=C1)N1N=C2C=C(C=CC2=C1)C=1C=C(N2N=CN=C(C21)N)C2CN(CC2)C(CCl)=O (5-(2-benzyl-2H-indazol-6-yl)-7-[1-(chloroacetyl)pyrrolidin-3-yl]pyrrolo[2,1-f][1,2,4]triazin-4-amine), CN1CCNCC1 (4-methylpiperazine). The product is C(C1=CC=CC=C1)N1N=C2C=C(C=CC2=C1)C=1C=C(N2N=CN=C(C21)N)C2CN(CC2)C(CN2CCN(CC2)C)=O (5-(2-benzyl-2H-indazol-6-yl)-7-{1-[(4-methylpiperazin-1-yl)acetyl]pyrrolidin-3-yl}pyrrolo[2,1-f][1,2,4]triazin-4-amine). The yield is 45.9%. Reaction SMILES: [CH2:1]([N:8]1[CH:16]=[C:15]2[C:10]([CH:11]=[C:12]([C:17]3[CH:18]=[C:19]([CH:27]4[CH2:31][CH2:30][N:29]([C:32](=[O:35])[CH2:33]Cl)[CH2:28]4)[N:20]4[C:25]=3[C:24]([NH2:26])=[N:23][CH:22]=[N:21]4)[CH:13]=[CH:14]2)=[N:9]1)[C:2]1[CH:7]=[CH:6][CH:5]=[CH:4][CH:3]=1.[CH3:36][N:37]1[CH2:42][CH2:41][NH:40][CH2:39][CH2:38]1>>[CH2:1]([N:8]1[CH:16]=[C:15]2[C:10]([CH:11]=[C:12]([C:17]3[CH:18]=[C:19]([CH:27]4[CH2:31][CH2:30][N:29]([C:32](=[O:35])[CH2:33][N:40]5[CH2:41][CH2:42][N:37]([CH3:36])[CH2:38][CH2:39]5)[CH2:28]4)[N:20]4[C:25]=3[C:24]([NH2:26])=[N:23][CH:22]=[N:21]4)[CH:13]=[CH:14]2)=[N:9]1)[C:2]1[CH:7]=[CH:6][CH:5]=[CH:4][CH:3]=1. Reported procedure: 5-(2-benzyl-2H-indazol-6-yl)-7-[1-(chloroacetyl)pyrrolidin-3-yl]pyrrolo[2,1-f][1,2,4]triazin-4-amine (100 mg, 0.206 mmol) was reacted with 4-methylpiperazine (46 uL, 0.412 mmol) using the procedure of Example 132 to yield 52 mg (46%) of title compound. 1H NMR (300 MHz, methanol-d4) δ 8.04 (s, 1 H), 7.92 (s, 1 H), 7.78 (m, 3 H), 7.41 (m, 4 H), 7.22 (d, 1 H), 6.63 (d, 1 H), 5.46 (s, 2 H), 4.15-3.95 (m, 2 H), 3.90-3.40 (m, 4 H), 3.12 (m, 2 H), 2.60-2.10 (d, 13 H); ES-MS m/z 550.2 [M+H]+, HPLC RT (m... Starting materials: C(C)(C)(C)OC(N[C@H]1CN(CC1)C1=NC=C(C=C1)Br)=O ([(R)-1-(5-bromo-pyridin-2-yl)-pyrrolidin-3-yl]-carbamic acid tert-butyl ester), C(=O)(C(F)(F)F)O (TFA). Run in C(Cl)Cl (CH2Cl2). Run at time 8 hour. The product is BrC=1C=CC(=NC1)N1C[C@@H](CC1)N ((R)-1-(5-Bromo-pyridin-2-yl)-pyrrolidin-3-ylamine). The yield is 92.6%. Reaction SMILES: C(OC(=O)[NH:7][C@@H:8]1[CH2:12][CH2:11][N:10]([C:13]2[CH:18]=[CH:17][C:16]([Br:19])=[CH:15][N:14]=2)[CH2:9]1)(C)(C)C.C(O)(C(F)(F)F)=O>C(Cl)Cl>[Br:19][C:16]1[CH:17]=[CH:18][C:13]([N:10]2[CH2:11][CH2:12][C@@H:8]([NH2:7])[CH2:9]2)=[N:14][CH:15]=1. Procedure: Dissolve [(R)-1-(5-bromo-pyridin-2-yl)-pyrrolidin-3-yl]-carbamic acid tert-butyl ester (9.17 g, 26.9 mmol) in CH2Cl2 (45 mL), add TFA (10 mL) and stir at RT overnight. Remove the excess reagent in vacuo. Dilute the residue with CH2Cl2 (100 mL) and wash with 1.0 M NaOH (100 mL). Extract the aqueous layer with CH2Cl2 (3×100 mL). Combine the organic layers, dry with Na2SO4, filter and concentrate to give 6.03 g (93%) of the title compound. MS/ES m/z (79Br) 242 [M+H]+. Starting materials: O (H2O), O([C@@H]1[C@H](O)[C@@H](O)[C@H](O)[C@H](O1)CO)CC=C (allyl α-D-glucopyranoside), C1(=CC=CC=C1)C(C1=CC=CC=C1)(C1=CC=CC=C1)Cl (triphenylmethyl chloride), C1(=CC=CC=C1)C(C1=CC=CC=C1)(C1=CC=CC=C1)Cl (triphenylmethyl chloride). Run in N1=CC=CC=C1 (pyridine). Reaction conditions: time 1 hour. Product: C(C1=CC=CC=C1)(C1=CC=CC=C1)(C1=CC=CC=C1)OC[C@@H]1[C@H]([C@@H]([C@H]([C@@H](OCC=C)O1)O)O)O (Allyl 6-O-trityl-α-D-glucopyranoside). Yield: 88.7%. As a reaction SMILES: [O:1]([CH2:13][CH:14]=[CH2:15])[C@H:2]1[O:10][C@H:9]([CH2:11][OH:12])[C@@H:7]([OH:8])[C@H:5]([OH:6])[C@H:3]1[OH:4].[C:16]1([C:22](Cl)([C:29]2[CH:34]=[CH:33][CH:32]=[CH:31][CH:30]=2)[C:23]2[CH:28]=[CH:27][CH:26]=[CH:25][CH:24]=2)[CH:21]=[CH:20][CH:19]=[CH:18][CH:17]=1.O>N1C=CC=CC=1>[C:22]([O:12][CH2:11][C@H:9]1[O:10][C@H:2]([O:1][CH2:13][CH:14]=[CH2:15])[C@H:3]([OH:4])[C@@H:5]([OH:6])[C@@H:7]1[OH:8])([C:16]1[CH:21]=[CH:20][CH:19]=[CH:18][CH:17]=1)([C:29]1[CH:30]=[CH:31][CH:32]=[CH:33][CH:34]=1)[C:23]1[CH:24]=[CH:25][CH:26]=[CH:27][CH:28]=1. Procedure details: A solution of allyl α-D-glucopyranoside (1) (prepared according to R. E. Wing, J. N. BeMiller, Carbohydr. Res. 1969, 10, 441) (12.5 g, 56.8 mmol) and triphenylmethyl chloride (20.0 g, 71.7 mmol) in dry pyridine (120 ml) was stirred at r.t. for 12 h, and at 60° for 1 h. After the addition of triphenylmethyl chloride (12.0 g, 43.0 mmol), the solution was stirred at 60° until all starting material has disappeared (3-4 h). H2O (120 ml) was added to the still warm solution. Extraction with EtOAc, ext...